This data is from the Open Reaction Database (ORD), a public repository of structured organic reaction records. The task is: describe an organic reaction: reactants, conditions, products, and yield The reactants are Cl, Nc1cc(F)ccc1F, O, O=S(=O)(Cl)c1ccccc1, c1ccncc1. The product is O=S(=O)(Nc1cc(F)ccc1F)c1ccccc1. RXN SMILES: [ClH:26].[F:1][c:2]1[c:3]([NH2:4])[cH:5][c:6]([F:9])[cH:7][cH:8]1.[OH2:27].[c:16]1([S:22](=[O:23])(=[O:24])[Cl:25])[cH:17][cH:18][cH:19][cH:20][cH:21]1.[cH:10]1[cH:11][cH:12][n:13][cH:14][cH:15]1>>[F:1][c:2]1[c:3]([NH:4][S:22]([c:16]2[cH:17][cH:18][cH:19][cH:20][cH:21]2)(=[O:23])=[O:24])[cH:5][c:6]([F:9])[cH:7][cH:8]1. Starting materials: COCCOC, COC(=O)C1=Cc2cc(-c3ccc(OC(C)C)cc3)ccc2S(=O)(=O)CC1, Cl. The product is CC(C)Oc1ccc(-c2ccc3c(c2)C=C(C(=O)O)CCS3(=O)=O)cc1. RXN SMILES: [CH3:29][O:30][CH2:31][CH2:32][O:33][CH3:34].[CH:1]([CH3:2])([CH3:3])[O:4][c:5]1[cH:6][cH:7][c:8](-[c:11]2[cH:12][cH:13][c:14]3[c:15]([cH:27]2)[CH:16]=[C:17]([C:23](=[O:24])[O:25][CH3:26])[CH2:18][CH2:19][S:20]3(=[O:21])=[O:22])[cH:9][cH:10]1.[ClH:28]>>[CH:1]([CH3:2])([CH3:3])[O:4][c:5]1[cH:6][cH:7][c:8](-[c:11]2[cH:12][cH:13][c:14]3[c:15]([cH:27]2)[CH:16]=[C:17]([C:23](=[O:24])[OH:25])[CH2:18][CH2:19][S:20]3(=[O:21])=[O:22])[cH:9][cH:10]1. Procedure details: Starting from 4-(5-cyclopropylmethoxy-1,3-benzodioxol-4-yl)-5H-pyrrolo[3,2-d]pyrimidine-7-carboxylic acid (example A67) and (R)-3-amino-piperidine-1-carboxylic acid tert-butyl ester the title compound is obtained as colorless solid. Starting materials: C1(CC1)COC1=C(C2=C(OCO2)C=C1)C=1C2=C(N=CN1)C(=CN2)C(=O)O (4-(5-cyclopropylmethoxy-1,3-benzodioxol-4-yl)-5H-pyrrolo[3,2-d]pyrimidine-7-carboxylic acid), C(C)(C)(C)OC(=O)N1C[C@@H](CCC1)N ((R)-3-amino-piperidine-1-carboxylic acid tert-butyl ester). Product: C(C)(C)(C)OC(=O)N1C[C@@H](CCC1)NC(=O)C1=CNC2=C1N=CN=C2C2=C(C=CC=1OCOC12)OCC1CC1 ((R)-3-{[4-(5-Cyclopropylmethoxy-benzo[1,3]dioxol-4-yl)-5H-pyrrolo[3,2-d]pyrimidine-7-carbonyl]-amino}-piperidine-1-carboxylic acid tert-butyl ester). RXN SMILES: [CH:1]1([CH2:4][O:5][C:6]2[CH:14]=[CH:13][C:9]3[O:10][CH2:11][O:12][C:8]=3[C:7]=2[C:15]2[C:16]3[NH:23][CH:22]=[C:21]([C:24](O)=[O:25])[C:17]=3[N:18]=[CH:19][N:20]=2)[CH2:3][CH2:2]1.[C:27]([O:31][C:32]([N:34]1[CH2:39][CH2:38][CH2:37][C@@H:36]([NH2:40])[CH2:35]1)=[O:33])([CH3:30])([CH3:29])[CH3:28]>>[C:27]([O:31][C:32]([N:34]1[CH2:39][CH2:38][CH2:37][C@@H:36]([NH:40][C:24]([C:21]2[C:17]3[N:18]=[CH:19][N:20]=[C:15]([C:7]4[C:8]5[O:12][CH2:11][O:10][C:9]=5[CH:13]=[CH:14][C:6]=4[O:5][CH2:4][CH:1]4[CH2:3][CH2:2]4)[C:16]=3[NH:23][CH:22]=2)=[O:25])[CH2:35]1)=[O:33])([CH3:30])([CH3:28])[CH3:29]. The reactants are CO, ClC(Cl)Cl, O=C(Cl)OC(Cl)(Cl)Cl, Oc1ccc(Cl)c(OCC2CC2(Cl)Cl)c1, [Na], O. Yields the product O=C(Cl)Oc1ccc(Cl)c(OCC2CC2(Cl)Cl)c1. As a reaction SMILES: [CH3:17][OH:18].[CH:28]([Cl:29])([Cl:30])[Cl:31].[Cl:19][C:20](=[O:21])[O:22][C:23]([Cl:24])([Cl:25])[Cl:26].[Cl:2][c:3]1[c:4]([O:10][CH2:11][CH:12]2[C:13]([Cl:15])([Cl:16])[CH2:14]2)[cH:5][c:6]([OH:9])[cH:7][cH:8]1.[Na:1].[OH2:27]>>[Cl:2][c:3]1[c:4]([O:10][CH2:11][CH:12]2[C:13]([Cl:15])([Cl:16])[CH2:14]2)[cH:5][c:6]([O:9][C:20]([Cl:19])=[O:21])[cH:7][cH:8]1. Reactants: CC(=CCN1C(=NC2=C1C=C(C=C2)[N+](=O)[O-])N2C1C(CC2)CN(C1)C(=O)OC(C)(C)C)C (tert-butyl 1-[1-(3-methylbut-2-enyl)-6-nitro-1H-benzimidazol-2-yl]hexahydropyrrolo[3,4-b]pyrrole-5-carboxylate), [Cl-].[NH4+] (ammonium chloride). Reagents/catalysts: [Fe] (iron). Run in C(C)O (ethanol), O (water). The product is NC=1C=CC2=C(N(C(=N2)N2C3C(CC2)CN(C3)C(=O)OC(C)(C)C)CC=C(C)C)C1 (tert-Butyl 1-[6-amino-1-(3-methylbut-2-enyl)-1H-benzimidazol-2-yl]hexahydropyrrolo-[3,4-b]pyrrole-5-carboxylate). Yield: 95.0%. Reaction SMILES: [CH3:1][C:2]([CH3:32])=[CH:3][CH2:4][N:5]1[C:9]2[CH:10]=[C:11]([N+:14]([O-])=O)[CH:12]=[CH:13][C:8]=2[N:7]=[C:6]1[N:17]1[CH2:21][CH2:20][CH:19]2[CH2:22][N:23]([C:25]([O:27][C:28]([CH3:31])([CH3:30])[CH3:29])=[O:26])[CH2:24][CH:18]12.[Cl-].[NH4+]>C(O)C.O.[Fe]>[NH2:14][C:11]1[CH:12]=[CH:13][C:8]2[N:7]=[C:6]([N:17]3[CH2:21][CH2:20][CH:19]4[CH2:22][N:23]([C:25]([O:27][C:28]([CH3:30])([CH3:31])[CH3:29])=[O:26])[CH2:24][CH:18]34)[N:5]([CH2:4][CH:3]=[C:2]([CH3:32])[CH3:1])[C:9]=2[CH:10]=1 |f:1.2|. Procedure: A solution of 49 mg (0.11 mmol) of tert-butyl 1-[1-(3-methylbut-2-enyl)-6-nitro-1H-benzimidazol-2-yl]hexahydropyrrolo[3,4-b]pyrrole-5-carboxylate in 7.5 ml of ethanol was added dropwise to a suspension of 62 mg (1.11 mmol) of iron and 11 mg (0.20 mmol) of ammonium chloride in 0.75 ml of water, and the mixture was boiled at reflux for 3 hours. The catalyst was filtered off and washed with ethanol. The filtrate was concentrated under reduced pressure. The 43 mg of the desired product thus obtained...